From a dataset of the Open Reaction Database (ORD), a public repository of structured organic reaction records. describe an organic reaction: reactants, conditions, products, and yield Reactants: CO, Cl, COCOc1c(NC(=O)Nc2ccccc2)cc(OC)cc1C(C)(C)C. Yields the product COc1cc(NC(=O)Nc2ccccc2)c(O)c(C(C)(C)C)c1. Reaction SMILES: [CH3:28][OH:29].[ClH:1].[c:2]1([NH:8][C:9]([NH:10][c:11]2[c:12]([O:13][CH2:14][O:15][CH3:16])[c:17]([C:23]([CH3:24])([CH3:25])[CH3:26])[cH:18][c:19]([O:21][CH3:22])[cH:20]2)=[O:27])[cH:3][cH:4][cH:5][cH:6][cH:7]1>>[c:2]1([NH:8][C:9]([NH:10][c:11]2[c:12]([OH:13])[c:17]([C:23]([CH3:24])([CH3:25])[CH3:26])[cH:18][c:19]([O:21][CH3:22])[cH:20]2)=[O:27])[cH:3][cH:4][cH:5][cH:6][cH:7]1. The reactants are [Ba+2], CC(C)CC1NC(=O)OC1CCSCCc1ccccc1, C1COCCO1, [OH-], [OH-], O, O, O, O, O, O, O, O, O. The product is CC(C)CC(N)C(O)CCSCCc1ccccc1. Reaction SMILES: [Ba+2:31].[CH2:1]([CH:2]([CH3:3])[CH3:4])[CH:5]1[NH:6][C:7](=[O:21])[O:8][CH:9]1[CH2:10][CH2:11][S:12][CH2:13][CH2:14][c:15]1[cH:16][cH:17][cH:18][cH:19][cH:20]1.[O:33]1[CH2:34][CH2:35][O:36][CH2:37][CH2:38]1.[OH-:30].[OH-:32].[OH2:22].[OH2:23].[OH2:24].[OH2:25].[OH2:26].[OH2:27].[OH2:28].[OH2:29].[OH2:39]>>[CH2:1]([CH:2]([CH3:3])[CH3:4])[CH:5]([NH2:6])[CH:9]([OH:8])[CH2:10][CH2:11][S:12][CH2:13][CH2:14][c:15]1[cH:16][cH:17][cH:18][cH:19][cH:20]1. Reactants: C1COCCO1, CO, CC(C)[Si](OCc1snnc1C(=NO)Nc1ccc(F)c(Cl)c1)(C(C)C)C(C)C, Cl. The product is OCc1snnc1C(=NO)Nc1ccc(F)c(Cl)c1. As a reaction SMILES: [CH2:33]1[O:34][CH2:35][CH2:36][O:37][CH2:38]1.[CH3:31][OH:32].[Cl:1][c:2]1[cH:3][c:4]([NH:9][C:10](=[N:11][OH:12])[c:13]2[n:14][n:15][s:16][c:17]2[CH2:18][O:19][Si:20]([CH:21]([CH3:22])[CH3:23])([CH:24]([CH3:25])[CH3:26])[CH:27]([CH3:28])[CH3:29])[cH:5][cH:6][c:7]1[F:8].[ClH:30]>>[Cl:1][c:2]1[cH:3][c:4]([NH:9][C:10](=[N:11][OH:12])[c:13]2[n:14][n:15][s:16][c:17]2[CH2:18][OH:19])[cH:5][cH:6][c:7]1[F:8]. The reactants are C(C)(C)(C)OC(=O)N1CCN(CC1)C(=O)C1=C(N(C2=CN=C(C=C21)OC)C2=CC=CC=C2)CC2=C(C(=CC=C2)F)C (4-[2-(3-Fluoro-2-methyl-benzyl)-5-methoxy-1-phenyl-1H-pyrrolo[2,3-c]pyridine-3-carbonyl]-piperazine-1-carboxylic acid tert-butyl ester), Cl.Cl.FC=1C(=C(CC2=C(C=3C(=CN=C(C3)OC)N2C2=CC=CC=C2)C(=O)N2CCNCC2)C=CC1)C ([2-(3-fluoro-2-methyl-benzyl)-5-methoxy-1-phenyl-1H-pyrrolo[2,3-c]pyridin-3-yl]-piperazin-1-yl-methanone dihydrochloride), Cl (hydrochloric acid). Yields the product FC=1C(=C(CC2=C(C=3C(=CN=C(C3)OC)N2C2=CC=CC=C2)C(=O)N2CCNCC2)C=CC1)C ([2-(3-Fluoro-2-methyl-benzyl)-5-methoxy-1-phenyl-1H-pyrrolo[2,3-c]pyridin-3-yl]-piperazin-1-yl-methanone). Reaction SMILES: C(OC([N:8]1[CH2:13][CH2:12][N:11]([C:14]([C:16]2[C:24]3[C:19](=[CH:20][N:21]=[C:22]([O:25][CH3:26])[CH:23]=3)[N:18]([C:27]3[CH:32]=[CH:31][CH:30]=[CH:29][CH:28]=3)[C:17]=2[CH2:33][C:34]2[CH:39]=[CH:38][CH:37]=[C:36]([F:40])[C:35]=2[CH3:41])=[O:15])[CH2:10][CH2:9]1)=O)(C)(C)C.Cl.Cl.Cl.FC1C(C)=C(C=CC=1)CC1N(C2C=CC=CC=2)C2=CN=C(OC)C=C2C=1C(N1CCNCC1)=O>>[F:40][C:36]1[C:35]([CH3:41])=[C:34]([CH:39]=[CH:38][CH:37]=1)[CH2:33][C:17]1[N:18]([C:27]2[CH:28]=[CH:29][CH:30]=[CH:31][CH:32]=2)[C:19]2=[CH:20][N:21]=[C:22]([O:25][CH3:26])[CH:23]=[C:24]2[C:16]=1[C:14]([N:11]1[CH2:10][CH2:9][NH:8][CH2:13][CH2:12]1)=[O:15] |f:2.3.4|. Reported procedure: The compound of step 1 ((25.0 mg, 44.7 μmol) was reacted analogously as described in example 1, step 7. Dissolution of the obtained solid in a small quantity of MOH, addition of hydrochloric acid (0.1 M) and lyophilization overnight yielded 18.4 mg of the title compound in the form of the [2-(3-fluoro-2-methyl-benzyl)-5-methoxy-1-phenyl-1H-pyrrolo[2,3-c]pyridin-3-yl]-piperazin-1-yl-methanone dihydrochloride. Reactants: CC(=O)O, O=C(NCCc1ccc(C(F)(F)F)cc1)C(F)(F)F, O=S(=O)(O)O. The product is O=C(N1CCc2ccc(C(F)(F)F)cc2C1)C(F)(F)F. As a reaction SMILES: [CH3:25][C:26](=[O:27])[OH:28].[F:1][C:2]([C:3](=[O:4])[NH:5][CH2:6][CH2:7][c:8]1[cH:9][cH:10][c:11]([C:14]([F:15])([F:16])[F:17])[cH:12][cH:13]1)([F:18])[F:19].[S:20](=[O:21])(=[O:22])([OH:23])[OH:24]>>[F:1][C:2]([C:3](=[O:4])[N:5]1[CH2:6][CH2:7][c:8]2[cH:9][cH:10][c:11]([C:14]([F:15])([F:16])[F:17])[cH:12][c:13]2[CH2:25]1)([F:18])[F:19]. The reactants are C(C)(C)C1=NNC2=CC=CC(=C12)N1C=NC(=C1)C=1C=NC=CC1 (3-Isopropyl-4-(4-(pyridin-3-yl)-1H-imidazol-1-yl)-1H-indazole), C([O-])([O-])=O.[Cs+].[Cs+] (cesium carbonate), BrC1=CC(=C(C#N)C=C1)NC(C)(C)C (4-bromo-2-(tert-butylamino)benzonitrile), CN(CCN)C (N,N-dimethylethane-1,2-diamine). Reagents/catalysts: [Cu]I (copper(I) iodide). Solvent: O1CCOCC1 (1,4-dioxane). Run at temperature 150 celsius. The product is C(C)(C)(C)NC1=C(C#N)C=CC(=C1)N1N=C(C2=C(C=CC=C12)N1C=NC(=C1)C=1C=NC=CC1)C(C)C (2-(Tert-butylamino)-4-(3-isopropyl-4-(4-(pyridin-3-yl)-1H-imidazol-1-yl)-1H-indazol-1-yl)benzonitrile). Yield: 46.6%. RXN SMILES: [CH:1]([C:4]1[C:12]2[C:7](=[CH:8][CH:9]=[CH:10][C:11]=2[N:13]2[CH:17]=[C:16]([C:18]3[CH:19]=[N:20][CH:21]=[CH:22][CH:23]=3)[N:15]=[CH:14]2)[NH:6][N:5]=1)([CH3:3])[CH3:2].C(=O)([O-])[O-].[Cs+].[Cs+].Br[C:31]1[CH:38]=[CH:37][C:34]([C:35]#[N:36])=[C:33]([NH:39][C:40]([CH3:43])([CH3:42])[CH3:41])[CH:32]=1.CN(C)CCN>O1CCOCC1.[Cu]I>[C:40]([NH:39][C:33]1[CH:32]=[C:31]([N:6]2[C:7]3[C:12](=[C:11]([N:13]4[CH:17]=[C:16]([C:18]5[CH:19]=[N:20][CH:21]=[CH:22][CH:23]=5)[N:15]=[CH:14]4)[CH:10]=[CH:9][CH:8]=3)[C:4]([CH:1]([CH3:3])[CH3:2])=[N:5]2)[CH:38]=[CH:37][C:34]=1[C:35]#[N:36])([CH3:43])([CH3:41])[CH3:42] |f:1.2.3|. Procedure: A solution of compound (1a) (200 mg), copper(I) iodide (50 mg), cesium carbonate (430 mg), 4-bromo-2-(tert-butylamino)benzonitrile (250 mg), and N,N-dimethylethane-1,2-diamine (0.11 mL) in 1,4-dioxane (3.3 mL) was stirred overnight under heating at 150° C. After completion of the reaction, the reaction solution was allowed to standing still for cooling, filtered, and the filtrate was partitioned between ethyl acetate and water. The organic layer was washed with saturated brine and dried by the a... The reactants are N#Cc1cncc(Cl)n1, CC(c1ccc(B2OC(C)(C)C(C)(C)O2)cc1)N1CCC(CC(C)(C)O)(c2ccc(F)cc2)OC1=O. Yields the product CC(c1ccc(-c2cncc(C#N)n2)cc1)N1CCC(CC(C)(C)O)(c2ccc(F)cc2)OC1=O. RXN SMILES: [Cl:37][c:38]1[cH:39][n:40][cH:41][c:42]([C:44]#[N:45])[n:43]1.[F:1][c:2]1[cH:3][cH:4][c:5]([C:8]2([CH2:32][C:33]([CH3:34])([CH3:35])[OH:36])[CH2:9][CH2:10][N:11]([CH:15]([CH3:16])[c:17]3[cH:18][cH:19][c:20]([B:23]4[O:24][C:25]([CH3:26])([CH3:27])[C:28]([CH3:29])([CH3:30])[O:31]4)[cH:21][cH:22]3)[C:12](=[O:14])[O:13]2)[cH:6][cH:7]1>>[F:1][c:2]1[cH:3][cH:4][c:5]([C:8]2([CH2:32][C:33]([CH3:34])([CH3:35])[OH:36])[CH2:9][CH2:10][N:11]([CH:15]([CH3:16])[c:17]3[cH:18][cH:19][c:20](-[c:38]4[cH:39][n:40][cH:41][c:42]([C:44]#[N:45])[n:43]4)[cH:21][cH:22]3)[C:12](=[O:14])[O:13]2)[cH:6][cH:7]1. The reactants are acid chloride, FC1=NC=C(C=C1F)C(F)(F)F (2,3-difluoro-5-(trifluoromethyl)pyridine), OC1=CC=C(OC(C(=O)O)C)C=C1 (2-(4-hydroxyphenoxy)propanoic acid), [OH-].[Na+] (sodium hydroxide). Solvent: O=S(Cl)Cl (SOCl2). Reaction conditions: temperature 115 celsius. The product is FC=1C(=NC=C(C1)C(F)(F)F)OC1=CC=C(OC(C(=O)O)C)C=C1 (4-((3-fluoro-5-(trifluoromethyl)-2-pyridinyl)oxy)phenoxy propanoic acid), acid amide. Reaction SMILES: F[C:2]1[C:7]([F:8])=[CH:6][C:5]([C:9]([F:12])([F:11])[F:10])=[CH:4][N:3]=1.[OH:13][C:14]1[CH:25]=[CH:24][C:17]([O:18][CH:19]([CH3:23])[C:20]([OH:22])=[O:21])=[CH:16][CH:15]=1.[OH-].[Na+]>O=S(Cl)Cl>[F:8][C:7]1[C:2]([O:13][C:14]2[CH:15]=[CH:16][C:17]([O:18][CH:19]([CH3:23])[C:20]([OH:22])=[O:21])=[CH:24][CH:25]=2)=[N:3][CH:4]=[C:5]([C:9]([F:12])([F:11])[F:10])[CH:6]=1 |f:2.3|. Procedure: A fresh sample of 2-(4-((3-fluoro-5-(trifluoromethyl)-2-pyridinyl)oxy)phenoxy propanoic acid was prepared by the reaction of 2,3-difluoro-5-(trifluoromethyl)pyridine with 2-(4-hydroxyphenoxy)propanoic acid in the presence of 2 moles of sodium hydroxide as above described and 9.0 g (0.026 mole) was refluxed in excess SOCl2 for about 1/2 hour to prepare the corresponding acid chloride. The excess SOCl2 was removed by heating to 115° C. under an aspirator vacuum. The resulting acid chloride was add... As a reaction SMILES: [Br:1][CH2:2][CH2:3][CH2:4][NH2:5].[O:32]=[C:33]1[NH:34][C:35](=[O:36])[c:37]2[cH:38][cH:39][cH:40][cH:41][c:42]21.[S:6]([Cl:7])([c:8]1[cH:9][cH:10][c:11]([CH3:12])[cH:13][cH:14]1)(=[O:15])=[O:16].[c:17]1([CH3:31])[cH:18][cH:19][c:20]([S:23](=[O:24])(=[O:25])[NH:26][CH2:27][CH2:28][CH2:29][Br:30])[cH:21][cH:22]1>>[c:17]1([CH3:31])[cH:18][cH:19][c:20]([S:23](=[O:24])(=[O:25])[NH:26][CH2:27][CH2:28][CH2:29][N:34]2[C:33](=[O:32])[c:42]3[c:37]([cH:38][cH:39][cH:40][cH:41]3)[C:35]2=[O:36])[cH:21][cH:22]1. Product: Cc1ccc(S(=O)(=O)NCCCN2C(=O)c3ccccc3C2=O)cc1. Reactants: NCCCBr, O=C1NC(=O)c2ccccc21, Cc1ccc(S(=O)(=O)Cl)cc1, Cc1ccc(S(=O)(=O)NCCCBr)cc1.